This data is from the Open Reaction Database (ORD), a public repository of structured organic reaction records. The task is: describe an organic reaction: reactants, conditions, products, and yield Starting materials: C1(=CC=CC=C1)P(C1=CC=CC=C1)C1=CC=CC=C1 (Triphenylphosphine), CN(C)C=O (DMF), BrC1=CC(=C(C(=O)[O-])C=C1)OC (4-bromo-2-methoxybenzoate). The reagents and catalysts are C(C)(=O)[O-].[Pd+2].C(C)(=O)[O-] (palladium (II) acetate), [C-]#N.[Zn+2].[C-]#N (zinc cyanide). Conditions: time 2 hour. Product: C(#N)C1=CC(=C(C(=O)OC)C=C1)OC (methyl 4-cyano-2-methoxybenzoate). Yield: 82.0%. As a reaction SMILES: [C:1]1(P(C2C=CC=CC=2)C2C=CC=CC=2)C=CC=CC=1.Br[C:21]1[CH:29]=[CH:28][C:24]([C:25]([O-:27])=[O:26])=[C:23]([O:30][CH3:31])[CH:22]=1.[CH3:32][N:33](C=O)C>C([O-])(=O)C.[Pd+2].C([O-])(=O)C.[C-]#N.[Zn+2].[C-]#N>[C:32]([C:21]1[CH:29]=[CH:28][C:24]([C:25]([O:27][CH3:1])=[O:26])=[C:23]([O:30][CH3:31])[CH:22]=1)#[N:33] |f:3.4.5,6.7.8|. Reported procedure: Triphenylphosphine polymer bound (50 mg; 0.15 mmol; 0.15 eq.), palladium (II) acetate (15.04 mg; 0.07 mmol; 0.07 eq.) and DMF (3 mL) were first mixed, purged with N2 and let stirring at RT for 2 h. The vial was then opened, zinc cyanide (117.43 mg; 1 mmol; 1 eq.) and 4-bromo-2-methoxybenzoate (ALDRICH; 653098-10G; 245.07 mg; 1 mmol; 1 eq.) were added and the resulting mixture was purged once more before heating at 140° C. for 50 min. The reaction mixture was then filtrated through a glass frit a... Reactants: C(C)(C)(C)OC(=O)N1[C@@H]([C@H](CC1)O)C(NC1CC1)=O ((2S,3S)-2-cyclopropylcarbamoyl-3-hydroxy-pyrrolidine-1-carboxylic acid tert-butyl ester). The solvent is C(=O)(C(F)(F)F)O (TFA), C(Cl)Cl (DCM). The product is C1(CC1)NC(=O)[C@H]1NCC[C@@H]1O ((2S,3S)-3-hydroxy-pyrrolidine-2-carboxylic acid cyclopropylamide). Yield: 99.3%. RXN SMILES: C(OC([N:8]1[CH2:12][CH2:11][C@H:10]([OH:13])[C@H:9]1[C:14](=[O:19])[NH:15][CH:16]1[CH2:18][CH2:17]1)=O)(C)(C)C>C(O)(C(F)(F)F)=O.C(Cl)Cl>[CH:16]1([NH:15][C:14]([C@@H:9]2[C@@H:10]([OH:13])[CH2:11][CH2:12][NH:8]2)=[O:19])[CH2:18][CH2:17]1. Reported procedure: A solution of (2S,3S)-2-cyclopropylcarbamoyl-3-hydroxy-pyrrolidine-1-carboxylic acid tert-butyl ester (5.6 g) in 30% of TFA in DCM (50 mL) was stirred at rt for 2 hours. The reaction was concentrated to give 3.5 g of (2S,3S)-3-hydroxy-pyrrolidine-2-carboxylic acid cyclopropylamide as a TFA salt.